From a dataset of the Open Reaction Database (ORD), a public repository of structured organic reaction records. describe an organic reaction: reactants, conditions, products, and yield Starting materials: NS(=O)(=O)C=1C=C(C=C(C1F)C)[N+](=O)[O-] (3-aminosulfonyl-4-fluoro-5-methylnitrobenzene), C[O-].[Na+] (NaOMe). The product is NS(=O)(=O)C=1C=C(C=C(C1OC)C)[N+](=O)[O-] (3-aminosulfonyl-4-methoxy-5-methylnitrobenzene). Reaction SMILES: [NH2:1][S:2]([C:5]1[CH:6]=[C:7]([N+:13]([O-:15])=[O:14])[CH:8]=[C:9]([CH3:12])[C:10]=1F)(=[O:4])=[O:3].[CH3:16][O-:17].[Na+]>>[NH2:1][S:2]([C:5]1[CH:6]=[C:7]([N+:13]([O-:15])=[O:14])[CH:8]=[C:9]([CH3:12])[C:10]=1[O:17][CH3:16])(=[O:4])=[O:3] |f:1.2|. Reported procedure: The resulting 3-aminosulfonyl-4-fluoro-5-methylnitrobenzene (0.940 g, 4 mmol) was stirred with 25% methanolic NaOMe (1.00 mL) at 60° C. for overnight. The resulting solution was then filtered through a pad of Celite, washed with methanol and the methanolic solution was concentrated to give 3-aminosulfonyl-4-methoxy-5-methylnitrobenzene. LCMS: purity: 100%, MS (m/e): 247 (MH+). Starting materials: CC(C)(OC(=O)OCC1=CC=C(C=C1)[N+](=O)[O-])[C@H]1[C@H]2CC(=C(N2C1=O)C(=O)OCC1=CC=C(C=C1)[N+](=O)[O-])SC1=NN=NN1C (4-nitrobenzyl (5R,6R)-6-[1-methyl-1-(4-nitrobenzyloxycarbonyloxy)ethyl]-3-(1-methyl-1H-tetrazol-5-ylthio)-7-oxo-1-azabicyclo[3.2.0]hept-2-ene-2-carboxylate), C(C)O (ethanol), P(=O)(O)([O-])[O-].[K+].[K+] (dipotassium hydrogen phosphate), O (water). The reagents and catalysts are O.[Pt](=O)=O (platinum (IV) oxide monohydrate). Solvent: O1CCOCC1 (dioxane). Product: OC(C)(C)[C@H]1[C@H]2CC(=C(N2C1=O)C(=O)[O-])SC1=NN=NN1C.[K+] (potassium (5R,6R)-6-(1-hydroxy-1-methylethyl)-3-(1-methyl-1H-tetrazol-5-ylthio)-7-oxo-1-azabicyclo[3.2.0]hept-2-ene-2-carboxylate). As a reaction SMILES: [CH3:1][C:2]([C@@H:18]1[C:24](=[O:25])[N:23]2[C@@H:19]1[CH2:20][C:21]([S:39][C:40]1[N:44]([CH3:45])[N:43]=[N:42][N:41]=1)=[C:22]2[C:26]([O:28]CC1C=CC([N+]([O-])=O)=CC=1)=[O:27])([O:4]C(OCC1C=CC([N+]([O-])=O)=CC=1)=O)[CH3:3].C(O)C.P([O-])([O-])(O)=O.[K+:54].[K+].O>O1CCOCC1.O.[Pt](=O)=O>[OH:4][C:2]([C@@H:18]1[C:24](=[O:25])[N:23]2[C@@H:19]1[CH2:20][C:21]([S:39][C:40]1[N:44]([CH3:45])[N:43]=[N:42][N:41]=1)=[C:22]2[C:26]([O-:28])=[O:27])([CH3:3])[CH3:1].[K+:54] |f:2.3.4,7.8,9.10|. Reported procedure: A mixture of 4-nitrobenzyl (5R,6R)-6-[1-methyl-1-(4-nitrobenzyloxycarbonyloxy)ethyl]-3-(1-methyl-1H-tetrazol-5-ylthio)-7-oxo-1-azabicyclo[3.2.0]hept-2-ene-2-carboxylate (50 mg) and platinum (IV) oxide monohydrate (25 mg) in a mixture of dioxane (10 ml), ethanol (0.5 ml), 0.1M aqueous dipotassium hydrogen phosphate (2.35 ml) and water (3.5 ml) was shaken for an hour under a hydrogen atmosphere (40 psi) at ambient temperature. The catalyst was filtered off and the filtrate was concentrated to half... The reactants are C=CCNc1nc(Cl)nc2ccc([N+](=O)[O-])cc12, COCCN, O. RXN SMILES: [CH2:1]([CH:2]=[CH2:3])[NH:4][c:5]1[n:6][c:7]([Cl:18])[n:8][c:9]2[cH:10][cH:11][c:12]([N+:15](=[O:16])[O-:17])[cH:13][c:14]12.[CH3:19][O:20][CH2:21][CH2:22][NH2:23].[OH2:24]>>[CH2:1]([CH:2]=[CH2:3])[NH:4][c:5]1[n:6][c:7]([NH:23][CH2:22][CH2:21][O:20][CH3:19])[n:8][c:9]2[cH:10][cH:11][c:12]([N+:15](=[O:16])[O-:17])[cH:13][c:14]12. Yields the product C=CCNc1nc(NCCOC)nc2ccc([N+](=O)[O-])cc12. Reactants: C(#N)CNC(=O)[C@H]1[C@H](CCCC1)NC(=O)C=1NC2=C(C=CC=C2C1)C(C)=O (7-Acetyl-1H-indole-2-carboxylic acid [(1S,2R)-2-(cyanomethylcarbamoyl)-cyclohexyl]-amide), C(C)(=O)[O-].[K+] (potassium acetate), Cl.NNC(=O)N (semicarbazide hydrochloride). Solvent: CO (methanol). Yields the product C(#N)CNC(=O)[C@H]1[C@H](CCCC1)NC(=O)C=1NC2=C(C=CC=C2C1)C(C)=NNC(N)=O (7-[1-(carbamoyl-hydrazono)-ethyl]-1H-indole-2-carboxylic acid [(1S,2R)-2-(cyanomethylcarbamoyl)cyclohexyl]-amide). As a reaction SMILES: [C:1]([CH2:3][NH:4][C:5]([C@@H:7]1[CH2:12][CH2:11][CH2:10][CH2:9][C@@H:8]1[NH:13][C:14]([C:16]1[NH:17][C:18]2[C:23]([CH:24]=1)=[CH:22][CH:21]=[CH:20][C:19]=2[C:25](=O)[CH3:26])=[O:15])=[O:6])#[N:2].C([O-])(=O)C.[K+].Cl.[NH2:34][NH:35][C:36]([NH2:38])=[O:37]>CO>[C:1]([CH2:3][NH:4][C:5]([C@@H:7]1[CH2:12][CH2:11][CH2:10][CH2:9][C@@H:8]1[NH:13][C:14]([C:16]1[NH:17][C:18]2[C:23]([CH:24]=1)=[CH:22][CH:21]=[CH:20][C:19]=2[C:25](=[N:34][NH:35][C:36](=[O:37])[NH2:38])[CH3:26])=[O:15])=[O:6])#[N:2] |f:1.2,3.4|. Procedure details: 7-Acetyl-1H-indole-2-carboxylic acid [(1S,2R)-2-(cyanomethylcarbamoyl)-cyclohexyl]-amide was reacted with potassium acetate and semicarbazide hydrochloride in methanol and purified by preparative TLC plate to yield 7-[1-(carbamoyl-hydrazono)-ethyl]-1H-indole-2-carboxylic acid [(1S,2R)-2-(cyanomethylcarbamoyl)cyclohexyl]-amide MS: 367 (M+H+). The yield is 66.3%. Run at temperature 97.5 celsius, time 15 minute. Product: FC=1C=C(C(=O)NCC(=O)OCC(Cl)(Cl)Cl)C=CC1[N+](=O)[O-] (2,2,2-Trichloroethyl 2-(3-fluoro-4-nitrobenzamido)acetate). Reaction SMILES: [F-:1].[K+].I([C:6]1[CH:7]=[C:8]([CH:21]=[CH:22][C:23]=1[N+:24]([O-:26])=[O:25])[C:9]([NH:11][CH2:12][C:13]([O:15][CH2:16][C:17]([Cl:20])([Cl:19])[Cl:18])=[O:14])=[O:10])(=O)=O.C1OCCOCCOCCOCCOCCOC1>CS(C)=O>[F:1][C:6]1[CH:7]=[C:8]([CH:21]=[CH:22][C:23]=1[N+:24]([O-:26])=[O:25])[C:9]([NH:11][CH2:12][C:13]([O:15][CH2:16][C:17]([Cl:20])([Cl:19])[Cl:18])=[O:14])=[O:10] |f:0.1|. Procedure details: A mixture of spray-dried KF (135 mg, 2.3 mmol), intermediate 8 (120 mg, 0.23 mmol) and catalytic amount of 18-crown-6 in DMSO (5 mL) was stirred at 95-100° C. for 15 min. Work-up of the reaction mixture as described in example 1 gave the product as a yellow color solid (57 mg, 65%), mp 142-144° C. 1H NMR (400 MHz, CDCl3): δ 8.15 (1H, t, J=7.8 Hz), 7.78 (1H, dd, J=10.8, 1.6 Hz), 7.71 (1H, d, J=8.4 Hz), 6.70 (1H, br s), 4.86 (2H, s), 4.44 (2H, d, J=5.2 Hz); LC-MS (negative ion mode): m/z 371, 373 ... Solvent: CS(=O)C (DMSO). Reactants: [F-].[K+] (KF), I(=O)(=O)C=1C=C(C(=O)NCC(=O)OCC(Cl)(Cl)Cl)C=CC1[N+](=O)[O-] (2,2,2-trichloroethyl 2-(3-iodyl-4-nitrobenzamido)acetate), C1COCCOCCOCCOCCOCCO1 (18-crown-6).